This data is from the Open Reaction Database (ORD), a public repository of structured organic reaction records. The task is: describe an organic reaction: reactants, conditions, products, and yield Reactants: N1=CC=CC=C1 (pyridine), OCCC=1C(CCC1)=O (2-(2-hydroxyethyl)-cyclopent-2-en-1-one). The reagents and catalysts are [O-2].[O-2].[O-2].[Cr+6] (Chromium trioxide). Run in C(Cl)Cl (methylene chloride), C(Cl)Cl (methylene chloride). Reaction conditions: temperature 0 celsius, time 45 minute. The product is C(=O)CC=1C(CCC1)=O (2-formylmethylcyclopent-2-en-1-one). As a reaction SMILES: N1C=CC=CC=1.[OH:7][CH2:8][CH2:9][C:10]1[C:11](=[O:15])[CH2:12][CH2:13][CH:14]=1>[O-2].[O-2].[O-2].[Cr+6].C(Cl)Cl>[CH:8]([CH2:9][C:10]1[C:11](=[O:15])[CH2:12][CH2:13][CH:14]=1)=[O:7] |f:2.3.4.5|. Reported procedure: Chromium trioxide (0.6 mol) is added to a stirring solution of (1.2 mol) of anhydrous pyridine in 1500 ml. of anhydrous methylene chloride cooled in an ice bath. The deep red suspension is stirred for 15 minutes at 0° C. and 45 minutes at ambient temperature. A solution of 01.5 mol of 2-(2-hydroxyethyl)-cyclopent-2-en-1-one (Example 897) in 50 ml. of methylene chloride is added, all at once, to the suspension. A black terry deposit is formed immediately. After stirring the mixture for 25 minutes... The reactants are O=C(NCCCC1=NC=CC=C1)C(F)(F)F. Reagents/catalysts: O=S(=O)([O-])CC=1C=NC(=CC1)C2=NC=C(C=C2)C.CCCC[N+](CCCC)(CCCC)CCCC, O1B(OC(C)(C)C1(C)C)B2OC(C)(C)C(O2)(C)C, C[OH2+].C[OH2+].C1CC=CCCC=C1.C1CC=CCCC=C1.[Ir].[Ir]. Solvent: O1CCCC1. Reaction conditions: temperature 25 celsius, time 15 hour. Product: O=C(NCCCC1=NC=CC(=C1)B2OC(C)(C)C(O2)(C)C)C(F)(F)F, O=C(NCCCC1=NC=C(C=C1)B2OC(C)(C)C(O2)(C)C)C(F)(F)F. Isolated yield 8.0%. Procedure: Following general procedure F using 2,2,2‐trifluoro‐N‐(3‐(pyridin‐2‐yl)propyl)acetamide (58.1 mg, 0.25 mmol), B2pin2 (127 mg, 0.50 mmol), [Ir(COD)OMe]2 (2.5 mg, 0.00375 mmol) and 1a (3.8 mg, 0.0075 mmol) in THF (1.25 mL). The reaction was stirred at rt for 15 hours before cooling and the solvents removed. Analysis of crude 1 H NMR using internal standard 1,2‐dimethoxyethane showed 7.8:1 meta:para borylation in 71% yield. The crude product was unable to be purified by silica gel chromatography an... The product is NC=1N(C2=NC(=CC=C2C(C1C(=O)NC)=O)C#CC(COC)(C)OC)CC ((±)-2-Amino-7-(3,4-dimethoxy-3-methylbut-1-yn-1-yl)-1-ethyl-N-methyl-4-oxo-1,4-dihydro-1,8-naphthyridine-3-carboxamide). Reagents/catalysts: [Cu]I (CuI), C1=CC=C(C=C1)P(C2=CC=CC=C2)C3=CC=CC=C3.C1=CC=C(C=C1)P(C2=CC=CC=C2)C3=CC=CC=C3.Cl[Pd]Cl (bis(triphenylphosphine)palladium(II)dichloride). Solvent: CN(C)C=O.CCN(CC)CC (DMF Et3N). Reactants: NC=1N(C2=NC(=CC=C2C(C1C(=O)NC)=O)Cl)CC (2-amino-7-chloro-1-ethyl-N-methyl-4-oxo-1,4-dihydro-1,8-naphthyridine-3-carboxamide), COC(C#C)(COC)C ((±)-3,4-dimethoxy-3-methylbut-1-yne). Reaction SMILES: [NH2:1][C:2]1[N:3]([CH2:18][CH3:19])[C:4]2[C:9]([C:10](=[O:16])[C:11]=1[C:12]([NH:14][CH3:15])=[O:13])=[CH:8][CH:7]=[C:6](Cl)[N:5]=2.[CH3:20][O:21][C:22]([CH3:28])([CH2:25][O:26][CH3:27])[C:23]#[CH:24]>CN(C=O)C.CCN(CC)CC.[Cu]I.C1C=CC(P(C2C=CC=CC=2)C2C=CC=CC=2)=CC=1.C1C=CC(P(C2C=CC=CC=2)C2C=CC=CC=2)=CC=1.Cl[Pd]Cl>[NH2:1][C:2]1[N:3]([CH2:18][CH3:19])[C:4]2[C:9]([C:10](=[O:16])[C:11]=1[C:12]([NH:14][CH3:15])=[O:13])=[CH:8][CH:7]=[C:6]([C:24]#[C:23][C:22]([O:21][CH3:20])([CH3:28])[CH2:25][O:26][CH3:27])[N:5]=2 |f:2.3,5.6.7|. Reported procedure: A suspension of 1.5 g (5.34 mmol) of 2-amino-7-chloro-1-ethyl-N-methyl-4-oxo-1,4-dihydro-1,8-naphthyridine-3-carboxamide in 30 ml of a DMF/Et3N (v/v; 2/1) mixture is placed in an 80 ml microwave tube. Argon is sparged into this suspension for 10 minutes and then 1.37 g of (±)-3,4-dimethoxy-3-methylbut-1-yne (10.69 mmol), 0.101 g of CuI (0.53 mmol) and 0.187 g of bis(triphenylphosphine)palladium(II)dichloride (0.27 mmol) are successively added. Starting materials: resultant mixture, C([O-])([O-])=O.[K+].[K+] (Potassium carbonate), FC1=C(C(=CC(=C1)[N+](=O)[O-])F)F (1,2,3-trifluoro-5-nitrobenzene), C(C1=CC=CC=C1)O (benzyl alcohol). The solvent is CN(C=O)C (N,N-dimethylformamide). Product: C(C1=CC=CC=C1)OC1=C(C=C(C=C1F)[N+](=O)[O-])F (2-(benzyloxy)-1,3-difluoro-5-nitrobenzene). Isolated yield 70.9%. Reaction SMILES: C(=O)([O-])[O-].[K+].[K+].[F:7][C:8]1[CH:13]=[C:12]([N+:14]([O-:16])=[O:15])[CH:11]=[C:10]([F:17])[C:9]=1F.[CH2:19]([OH:26])[C:20]1[CH:25]=[CH:24][CH:23]=[CH:22][CH:21]=1>CN(C)C=O>[CH2:19]([O:26][C:9]1[C:10]([F:17])=[CH:11][C:12]([N+:14]([O-:16])=[O:15])=[CH:13][C:8]=1[F:7])[C:20]1[CH:25]=[CH:24][CH:23]=[CH:22][CH:21]=1 |f:0.1.2|. Reported procedure: Potassium carbonate (7.8 g, 56.4 mmol) was added to a solution of 1,2,3-trifluoro-5-nitrobenzene (5 g, 28.2 mmol) and benzyl alcohol (3.2 g, 29.6 mmol) in N,N-dimethylformamide (70 mL). The resultant mixture was stirred at RT overnight. The reaction mixture was concentrated under reduced pressure and the residue was partitioned between ethyl acetate and water. The organic layer was separated and washed with brine, dried (Na2SO4), concentrated under reduced pressure and purified by column chromat... Starting materials: N1=CC=CC=C1 (pyridine), P(Cl)(Cl)(Cl)(Cl)Cl (phosphorus pentachloride), C(#N)C1C2C=CC(C1)CC2 (5-cyanobicyclo[2,2,2]oct-2-ene). Run in C(Cl)(Cl)Cl (chloroform), C(Cl)(Cl)Cl (chloroform). The product is ClC1(C2C=CC(C1)CC2)C#N (5-chloro-5-cyanobicyclo[2,2,2]oct-2-ene). The yield is 94.8%. As a reaction SMILES: N1C=CC=CC=1.P(Cl)(Cl)(Cl)(Cl)[Cl:8].[C:13]([CH:15]1[CH2:20][CH:19]2[CH2:21][CH2:22][CH:16]1[CH:17]=[CH:18]2)#[N:14]>C(Cl)(Cl)Cl>[Cl:8][C:15]1([C:13]#[N:14])[CH2:20][CH:19]2[CH2:21][CH2:22][CH:16]1[CH:17]=[CH:18]2. Procedure details: To a refluxing mixture of pyridine (14.2 g, 0.180 mol), phosphorus pentachloride (28.0 g, 0.135 mol), and chloroform (100 mL) was added drop-wise a solution of 5-cyanobicyclo[2,2,2]oct-2-ene (12 g, 90 mmol) in chloroform (50 mL). The resulting mixture was heated at reflux for 15 h, cooled, and poured onto ice. The organic layer was concentrated, and the residue was purified by chromatography on silica gel, eluting with mixtures of ethyl acetate (0.5% to 1%) in petroleum ether, to give 5-chloro-5... The reactants are Cl (hydrochloric acid), FC1=CC=C(C(=O)C2=CC=C(CN3C=C(C4=C3N=C(N=C4OC)SC)C)C=C2)C=C1 (7-[4-(4-fluorobenzoyl)benzyl]-4-methoxy-5-methyl-2-methylthio-7H-pyrrolo[2,3-d]pyrimidine), S(C=1C(=CC(=C(C1)C(C)(C)C)O)C)C=1C(=CC(=C(C1)C(C)(C)C)O)C (4,4'-thiobis(6-t-butyl-m-cresol)), Cl (hydrochloric acid), Cl (hydrochloric acid). Solvent: O1CCOCC1 (dioxane), O1CCOCC1 (dioxane). Reaction conditions: temperature 105 celsius, time 23 hour. Yields the product FC1=CC=C(C(=O)C2=CC=C(CN3C=C(C4=C3N=C(NC4=O)SC)C)C=C2)C=C1 (7-[4-(4-Fluorobenzoyl)benzyl]-5-methyl-2-methylthio-7H-pyrrolo[2,3-d]pyrimidin-4(3H)-one). Yield: 82.0%. Reaction SMILES: [F:1][C:2]1[CH:30]=[CH:29][C:5]([C:6]([C:8]2[CH:28]=[CH:27][C:11]([CH2:12][N:13]3[C:17]4[N:18]=[C:19]([S:24][CH3:25])[N:20]=[C:21]([O:22]C)[C:16]=4[C:15]([CH3:26])=[CH:14]3)=[CH:10][CH:9]=2)=[O:7])=[CH:4][CH:3]=1.S(C1C(C)=CC(O)=C(C(C)(C)C)C=1)C1C(C)=CC(O)=C(C(C)(C)C)C=1.Cl>O1CCOCC1>[F:1][C:2]1[CH:30]=[CH:29][C:5]([C:6]([C:8]2[CH:28]=[CH:27][C:11]([CH2:12][N:13]3[C:17]4[N:18]=[C:19]([S:24][CH3:25])[NH:20][C:21](=[O:22])[C:16]=4[C:15]([CH3:26])=[CH:14]3)=[CH:10][CH:9]=2)=[O:7])=[CH:4][CH:3]=1. Procedure details: Under argon gas, 7-[4-(4-fluorobenzoyl)benzyl]-4-methoxy-5-methyl-2-methylthio-7H-pyrrolo[2,3-d]pyrimidine (6.75 g) was dissolved in dioxane (45 ml) followed by addition of 4,4'-thiobis(6-t-butyl-m-cresol) (75 mg). Then, 0.5N-hydrochloric acid (12 ml) was added and the mixture was stirred at 105° C for 23 hours. Thereafter, 0.5N-hydrochloric acid (12 ml) was further added and the mixture was stirred at the same temperature as above for 22 hours. Then, 1N-hydrochloric acid (3 ml) and dioxane (6 m...